Dataset: the Open Reaction Database (ORD), a public repository of structured organic reaction records. Task: describe an organic reaction: reactants, conditions, products, and yield Starting materials: NC1=C(C=C(C=C1)Br)C(C)=O (1-(2-amino-5-bromo-phenyl)-ethanone), Cl.C(C)OC(CN)=O (glycine ethyl ester hydrogen chloride). Run in N1=CC=CC=C1 (pyridine). Product: BrC1=CC2=C(NC(CN=C2C)=O)C=C1 (7-bromo-5-methyl-1,3-dihydro-benzo[e][1,4]diazepin-2-one). Isolated yield 16.1%. RXN SMILES: [NH2:1][C:2]1[CH:7]=[CH:6][C:5]([Br:8])=[CH:4][C:3]=1[C:9](=O)[CH3:10].Cl.C([O:15][C:16](=O)[CH2:17][NH2:18])C>N1C=CC=CC=1>[Br:8][C:5]1[CH:6]=[CH:7][C:2]2[NH:1][C:16](=[O:15])[CH2:17][N:18]=[C:9]([CH3:10])[C:3]=2[CH:4]=1 |f:1.2|. Procedure: A mixture of 1-(2-amino-5-bromo-phenyl)-ethanone (8 g, 37 mmol) and glycine ethyl ester hydrogen chloride (6.7 g, 48 mmol) in pyridine was heated at reflux for 24 hrs under nitrogen. The reaction mixture was cooled, solvent removed, and residue was treated with a saturated aqueous ammonium chloride solution (200 mL). Ethyl acetate (300 mL) was added and organic layer was separated, dried (MgSO4), concentrated, and the residue purified on silica gel column (hexane:ethyl acetate/1:1) to give 7-bro...